Task: describe an organic reaction: reactants, conditions, products, and yield. Dataset: the Open Reaction Database (ORD), a public repository of structured organic reaction records Reactants: C(C)OP(=O)(OCC)CC1=CC=C(C(=O)Cl)C=C1 (4-[(diethoxyphosphoryl)methyl]benzoyl chloride), NC=1SC2=C(N1)C=CC=C2 (2-aminobenzothiazole), N1=CC=CC=C1 (pyridine). The solvent is ClCCl (dichloromethane), ClCCl (dichloromethane), C(O)([O-])=O.[Na+] (sodium hydrogen carbonate). Reaction conditions: time 10 hour. The product is S1C(=NC2=C1C=CC=C2)NC(=O)C2=CC=C(CP(OCC)(OCC)=O)C=C2 (diethyl 4-[(2-benzothiazolyl)carbamoyl]benzylphosphonate). The yield is 84.3%. As a reaction SMILES: [NH2:1][C:2]1[S:3][C:4]2[CH:10]=[CH:9][CH:8]=[CH:7][C:5]=2[N:6]=1.N1C=CC=CC=1.[CH2:17]([O:19][P:20]([CH2:25][C:26]1[CH:34]=[CH:33][C:29]([C:30](Cl)=[O:31])=[CH:28][CH:27]=1)([O:22][CH2:23][CH3:24])=[O:21])[CH3:18]>ClCCl.C(=O)([O-])O.[Na+]>[S:3]1[C:4]2[CH:10]=[CH:9][CH:8]=[CH:7][C:5]=2[N:6]=[C:2]1[NH:1][C:30]([C:29]1[CH:33]=[CH:34][C:26]([CH2:25][P:20](=[O:21])([O:19][CH2:17][CH3:18])[O:22][CH2:23][CH3:24])=[CH:27][CH:28]=1)=[O:31] |f:4.5|. Procedure details: In 30 ml of dry dichloromethane were dissolved 3.0 g of 2-aminobenzothiazole and 10 ml of pyridine and while the resulting solution was stirred under ice-cooling, a solution of 5.8 g 4-[(diethoxyphosphoryl)methyl]benzoyl chloride in 10 ml dry dichloromethane was slowly added dropwise. The stirring was continued at room temperature for 10 hours, after which the reaction mixture was diluted with 30 ml of 10% aqueous sodium hydrogen carbonate solution and extracted with chloroform. The chloroform l... Reaction conditions: time 5 minute. Procedure details: To a solution of 48 mg (0.3 mmol) of 1H-indole-7-carboxylic acid and 96 mg of TBTU (0.3 mmol) in 4 ml DMF, were added 0.26 ml (1.5 mmol) of N,N-diisopropylethyl amine. After stirring for 5 min at rt, 91 mg (0.3 mmol) (4-tert-butyl-benzyl)-[2-(4-chloro-phenyl)-ethyl]-amine in 1 ml DMF was added. After stirring for 3 h at rt, the reaction mixture was diluted with 50 ml water and extracted with 2×50 ml EtOAc. The combined organic phases were washed with water and brine, dried with magnesium sulfate... Isolated yield 95.9%. The solvent is CN(C)C=O (DMF), O (water), CN(C)C=O (DMF). Product: C(C)(C)(C)C1=CC=C(CN(C(=O)C=2C=CC=C3C=CNC23)CCC2=CC=C(C=C2)Cl)C=C1 (1H-Indole-7-carboxylic acid (4-tert-butyl-benzyl)-[2-(4-chloro-phenyl)-ethyl]-amide). The reactants are C(C)(C)(C)C1=CC=C(CNCCC2=CC=C(C=C2)Cl)C=C1 ((4-tert-butyl-benzyl)-[2-(4-chloro-phenyl)-ethyl]-amine), N1C=CC2=CC=CC(=C12)C(=O)O (1H-indole-7-carboxylic acid), CN(C)C(=[N+](C)C)ON1C2=C(C=CC=C2)N=N1.[B-](F)(F)(F)F (TBTU), C(C)(C)N(C(C)C)CC (N,N-diisopropylethyl amine). RXN SMILES: [NH:1]1[C:9]2[C:4](=[CH:5][CH:6]=[CH:7][C:8]=2[C:10]([OH:12])=O)[CH:3]=[CH:2]1.CN(C(ON1N=NC2C=CC=CC1=2)=[N+](C)C)C.[B-](F)(F)(F)F.C(N(CC)C(C)C)(C)C.[C:44]([C:48]1[CH:64]=[CH:63][C:51]([CH2:52][NH:53][CH2:54][CH2:55][C:56]2[CH:61]=[CH:60][C:59]([Cl:62])=[CH:58][CH:57]=2)=[CH:50][CH:49]=1)([CH3:47])([CH3:46])[CH3:45]>CN(C=O)C.O>[C:44]([C:48]1[CH:64]=[CH:63][C:51]([CH2:52][N:53]([CH2:54][CH2:55][C:56]2[CH:61]=[CH:60][C:59]([Cl:62])=[CH:58][CH:57]=2)[C:10]([C:8]2[CH:7]=[CH:6][CH:5]=[C:4]3[C:9]=2[NH:1][CH:2]=[CH:3]3)=[O:12])=[CH:50][CH:49]=1)([CH3:47])([CH3:45])[CH3:46] |f:1.2|. Starting materials: COc1cc(OCC(=O)N2CC(C)N(Cc3ccc(F)cc3)CC2C)cc(OC)c1Br, Cl. The product is COc1cc(OCC(=O)N2CC(C)N(Cc3ccc(F)cc3)CC2C)cc(OC)c1Cl. Reaction SMILES: [Br:1][c:2]1[c:3]([O:30][CH3:31])[cH:4][c:5]([O:6][CH2:7][C:8](=[O:9])[N:10]2[CH:11]([CH3:25])[CH2:12][N:13]([CH2:17][c:18]3[cH:19][cH:20][c:21]([F:24])[cH:22][cH:23]3)[CH:14]([CH3:16])[CH2:15]2)[cH:26][c:27]1[O:28][CH3:29].[ClH:32]>>[c:2]1([Cl:32])[c:3]([O:30][CH3:31])[cH:4][c:5]([O:6][CH2:7][C:8](=[O:9])[N:10]2[CH:11]([CH3:25])[CH2:12][N:13]([CH2:17][c:18]3[cH:19][cH:20][c:21]([F:24])[cH:22][cH:23]3)[CH:14]([CH3:16])[CH2:15]2)[cH:26][c:27]1[O:28][CH3:29]. Reactants: C(C)=O (acetaldehyde), C(#N)[BH3-].[Na+] (sodium cyanoborohydride), C(C1=CC=CC=C1)N1CCC(CC1)N(C1=NC=CC=C1N)CC (1-Benzyl-4-[N-ethyl-N-(3-(amino)-2-pyridinyl)amino]piperidine), C(#N)[BH3-].[Na+] (sodium cyanoborohydride), C(C)=O (acetaldehyde), O (water). The solvent is C(C)(=O)OCC (ethyl acetate), CO (methanol). Run at time 18 hour. Yields the product C(C1=CC=CC=C1)N1CCC(CC1)N(C1=NC=CC=C1NCC)CC (1-Benzyl-4-[N-ethyl-N-(3-(ethylamino)-2-pyridinyl)amino]piperidine). As a reaction SMILES: [CH2:1]([N:8]1[CH2:13][CH2:12][CH:11]([N:14]([CH2:22][CH3:23])[C:15]2[C:20]([NH2:21])=[CH:19][CH:18]=[CH:17][N:16]=2)[CH2:10][CH2:9]1)[C:2]1[CH:7]=[CH:6][CH:5]=[CH:4][CH:3]=1.[CH:24](=O)[CH3:25].C([BH3-])#N.[Na+].O>CO.C(OCC)(=O)C>[CH2:1]([N:8]1[CH2:13][CH2:12][CH:11]([N:14]([CH2:22][CH3:23])[C:15]2[C:20]([NH:21][CH2:24][CH3:25])=[CH:19][CH:18]=[CH:17][N:16]=2)[CH2:10][CH2:9]1)[C:2]1[CH:7]=[CH:6][CH:5]=[CH:4][CH:3]=1 |f:2.3|. Procedure details: 1-Benzyl-4-[N-ethyl-N-(3-(amino)-2-pyridinyl)amino]piperidine (EXAMPLE 204 Part B, 1.0 g, 3.22 mmol) is dissolved in methanol (8 ml) and cooled to 0°. The acetaldehyde (0.20 ml, 3.54 mmol) and sodium cyanoborohydride (0.31 g, 3.54 mmol) are added and the reaction is slowly warmed to 20°-25° and stirred for 18 hr. Then a further sodium cyanoborohydride (2 eq.) and 1.6 eq. of acetaldehyde are added and the reaction is stirred a further 20 hr. Then it is diluted with ethyl acetate and poured into w... Reactants: CCNCC, CCOC(=O)c1ccc(CCl)o1, c1ccccc1. Product: CCOC(=O)c1ccc(CN(CC)CC)o1. Reaction SMILES: [CH2:13]([CH3:14])[NH:15][CH2:16][CH3:17].[Cl:1][CH2:2][c:3]1[cH:4][cH:5][c:6]([C:8](=[O:9])[O:10][CH2:11][CH3:12])[o:7]1.[cH:18]1[cH:19][cH:20][cH:21][cH:22][cH:23]1>>[CH2:2]([c:3]1[cH:4][cH:5][c:6]([C:8](=[O:9])[O:10][CH2:11][CH3:12])[o:7]1)[N:15]([CH2:13][CH3:14])[CH2:16][CH3:17]. The product is C(C)N1N=C2C=CC(=CC2=C1)CN1C(C2=CC=CC=C2C1=O)=O (2-((2-Ethyl-2H-indazol-5-yl)methyl)isoindoline-1,3-dione). Conditions: temperature 0 celsius, time 4 hour. The reactants are C(C)N1N=C2C=CC(=CC2=C1)CO ((2-ethyl-2H-indazol-5-yl)methanol), C1(=CC=CC=C1)P(C1=CC=CC=C1)C1=CC=CC=C1 (triphenylphosphine), C1(C=2C(C(N1)=O)=CC=CC2)=O (phthalimide), CCOC(=O)/N=N/C(=O)OCC (DEAD), C1(=CC=CC=C1)C (toluene). The solvent is C1CCOC1 (THF). RXN SMILES: [CH2:1]([N:3]1[CH:11]=[C:10]2[C:5]([CH:6]=[CH:7][C:8]([CH2:12]O)=[CH:9]2)=[N:4]1)[CH3:2].C1(P(C2C=CC=CC=2)C2C=CC=CC=2)C=CC=CC=1.[C:33]1(=[O:43])[NH:37][C:36](=[O:38])[C:35]2=[CH:39][CH:40]=[CH:41][CH:42]=[C:34]12.CCOC(/N=N/C(OCC)=O)=O.C1(C)C=CC=CC=1>C1COCC1>[CH2:1]([N:3]1[CH:11]=[C:10]2[C:5]([CH:6]=[CH:7][C:8]([CH2:12][N:37]3[C:33](=[O:43])[C:34]4[C:35](=[CH:39][CH:40]=[CH:41][CH:42]=4)[C:36]3=[O:38])=[CH:9]2)=[N:4]1)[CH3:2]. Reported procedure: To a solution of (2-ethyl-2H-indazol-5-yl)methanol (step-2 of Example 13, 132 mg, 0.75 mmol) in THF (10 mL) was added triphenylphosphine (236 mg, 0.90 mmol) and phthalimide (132 mg, 0.90 mmol). The mixture was cooled to 0° C. Then, to the mixture was added 40% DEAD in toluene (0.30 mL, 0.75 mmol) and allowed to warm up to room temperature. The mixture was stirred at room temperature for 4 hrs. The reaction mixture was evaporated. The residual oil was purified by silica gel column chromatography ... Starting materials: [Li]CCCC, C1CCOC1, CON(C)C(=O)N(C)OC, CCCCCC, COc1cccc(Cl)c1F, Cl. Yields the product COc1c(C(=O)N(C)OC)ccc(Cl)c1F. As a reaction SMILES: [CH2:11]([Li:12])[CH2:13][CH2:14][CH3:15].[CH2:27]1[O:28][CH2:29][CH2:30][CH2:31]1.[CH3:16][O:17][N:18]([C:19](=[O:20])[N:21]([O:22][CH3:23])[CH3:24])[CH3:25].[CH3:32][CH2:33][CH2:34][CH2:35][CH2:36][CH3:37].[Cl:1][c:2]1[c:3]([F:10])[c:4]([O:8][CH3:9])[cH:5][cH:6][cH:7]1.[ClH:26]>>[Cl:1][c:2]1[c:3]([F:10])[c:4]([O:8][CH3:9])[c:5]([C:19]([N:18]([O:17][CH3:16])[CH3:25])=[O:20])[cH:6][cH:7]1.